describe an organic reaction: reactants, conditions, products, and yield From a dataset of the Open Reaction Database (ORD), a public repository of structured organic reaction records. Reactants: N1C(CC2=CC=CC=C12)=O (oxindole), [H-].[Na+] (sodium hydride), ClC1=NC=NC2=CC(=CC=C12)OCCOC (4-chloro-7-(2-methoxyethoxy)quinazoline). Solvent: C1CCOC1 (THF), CN(C)C=O (DMF). Conditions: time 20 minute. The product is COCCOC1=CC=C2C(=NC=NC2=C1)C1C(NC2=CC=CC=C12)=O (7(2-methoxyethoxy)-4-(oxindol-3-yl)quinazoline). Yield: 74.5%. Reaction SMILES: [NH:1]1[C:9]2[C:4](=[CH:5][CH:6]=[CH:7][CH:8]=2)[CH2:3][C:2]1=[O:10].[H-].[Na+].Cl[C:14]1[C:23]2[C:18](=[CH:19][C:20]([O:24][CH2:25][CH2:26][O:27][CH3:28])=[CH:21][CH:22]=2)[N:17]=[CH:16][N:15]=1>C1COCC1.CN(C=O)C>[CH3:28][O:27][CH2:26][CH2:25][O:24][C:20]1[CH:19]=[C:18]2[C:23]([C:14]([CH:3]3[C:4]4[C:9](=[CH:8][CH:7]=[CH:6][CH:5]=4)[NH:1][C:2]3=[O:10])=[N:15][CH:16]=[N:17]2)=[CH:22][CH:21]=1 |f:1.2|. Reported procedure: A solution of oxindole (319 mg, 2.4 mmol) in THF (3 ml) was added dropwise under nitrogen to sodium hydride (58 mg, 2.4 mmol, pre-washed with hexane) and the mixture stirred for 20 minutes at ambient temperature. A solution of 4-chloro-7-(2-methoxyethoxy)quinazoline (191 mg, 0.8 mmol) in DMF (3 ml) was added and the mixture then heated at 70° C. for 1 hour. The mixture was allowed to cool and the solvent removed by evaporation. The mixture was partitioned between water and ether. The aqueous pha... Reactants: [H-].[Al+3].[Li+].[H-].[H-].[H-] (lithium aluminum hydride), C(C)OC(=O)C1=CN=C(C2=CC(=C(C=C12)OC)OC)CC1=CC(=CC=C1)OC(C)CC (1-(3-sec-butoxy-benzyl)-6,7-dimethoxy-isoquinoline-4-carboxylic acid ethyl ester). Solvent: O1CCCC1 (tetrahydrofuran), O1CCCC1 (tetrahydrofuran). Conditions: temperature 0 celsius, time 1 hour. Product: C(C)(CC)OC=1C=C(CC2=NC=C(C3=CC(=C(C=C23)OC)OC)CO)C=CC1 ([1-(3-sec-butoxy-benzyl)-6,7-dimethoxy-isoquinolin-4-yl]-methanol). Yield: 99.0%. As a reaction SMILES: [H-].[Al+3].[Li+].[H-].[H-].[H-].C([O:9][C:10]([C:12]1[C:21]2[C:16](=[CH:17][C:18]([O:24][CH3:25])=[C:19]([O:22][CH3:23])[CH:20]=2)[C:15]([CH2:26][C:27]2[CH:32]=[CH:31][CH:30]=[C:29]([O:33][CH:34]([CH2:36][CH3:37])[CH3:35])[CH:28]=2)=[N:14][CH:13]=1)=O)C>O1CCCC1>[CH:34]([O:33][C:29]1[CH:28]=[C:27]([CH:32]=[CH:31][CH:30]=1)[CH2:26][C:15]1[C:16]2[C:21](=[CH:20][C:19]([O:22][CH3:23])=[C:18]([O:24][CH3:25])[CH:17]=2)[C:12]([CH2:10][OH:9])=[CH:13][N:14]=1)([CH2:36][CH3:37])[CH3:35] |f:0.1.2.3.4.5|. Procedure: To a suspension of lithium aluminum hydride (309 mg, 7.73 mmol) in anhydrous tetrahydrofuran (15 mL) was added a solution of 1-(3-sec-butoxy-benzyl)-6,7-dimethoxy-isoquinoline-4-carboxylic acid ethyl ester (2.3 g, 5.44 mmol) in tetrahydrofuran (10 mL) dropwise at 0° C. The reaction mixture was stirred at 0° C. for 1 h and the excess lithium aluminum hydride was quenched with addition of water (1 mL), 15% aqueous sodium hydroxide solution (1 mL) and water (3 mL) at 0° C. The mixture was filtered ... Starting materials: NC1=C(C#N)C=C(C(=C1CSC)F)F (2-amino-4,5-difluoro-3-methylthiomethylbenzonitrile). Reagents/catalysts: [Ni] (Raney nickel). Run in C(C)O (ethanol), C(C)O (ethanol). Conditions: time 30 minute. Product: NC1=C(C#N)C=C(C(=C1C)F)F (2-amino-4,5-difluoro-3-methylbenzonitrile). The yield is 76.4%. RXN SMILES: [NH2:1][C:2]1[C:9]([CH2:10]SC)=[C:8]([F:13])[C:7]([F:14])=[CH:6][C:3]=1[C:4]#[N:5]>C(O)C.[Ni]>[NH2:1][C:2]1[C:9]([CH3:10])=[C:8]([F:13])[C:7]([F:14])=[CH:6][C:3]=1[C:4]#[N:5]. Reported procedure: To a solution of 2-amino-4,5-difluoro-3-methylthiomethylbenzonitrile (4.0 g) in ethanol (80 ml) are added Raney nickel (40 ml) with ethanol (80 ml). The mixture is stirred at 40°-50° C. for 30 minutes, and then filtered. To the filtrate is added water, the reaction mixture is extracted with ethyl acetate. The extract is dried over magnesium sulfate and concentrated. The product is recrystallized from n-hexane to give 2-amino-4,5-difluoro-3-methylbenzonitrile (2.4 g), as a white crystal, m.p. 114...